From a dataset of the Open Reaction Database (ORD), a public repository of structured organic reaction records. describe an organic reaction: reactants, conditions, products, and yield Reactants: ClC=1C=C(NCC#N)C=CC1Cl (3,4-dichloroanilinoacetonitrile), C1(=CC=C(C=C1)S(=O)(=O)O)C.C(CN)N (ethylenediamine p-toluenesulfonate). The solvent is ClC1=C(C=CC=C1)Cl (1,2-dichlorobenzene). Yields the product Cl.ClC=1C=C(NCC=2NCCN2)C=CC1Cl (2-((3,4-dichloroanilino)methyl)-2-imidazoline hydrochloride). The yield is 61.8%. Reaction SMILES: [Cl:1][C:2]1[CH:3]=[C:4]([CH:9]=[CH:10][C:11]=1[Cl:12])[NH:5][CH2:6][C:7]#[N:8].C1(C)C=CC(S(O)(=O)=O)=CC=1.[CH2:24](N)[CH2:25][NH2:26]>ClC1C=CC=CC=1Cl>[ClH:1].[Cl:1][C:2]1[CH:3]=[C:4]([CH:9]=[CH:10][C:11]=1[Cl:12])[NH:5][CH2:6][C:7]1[NH:26][CH2:25][CH2:24][N:8]=1 |f:1.2,4.5|. Procedure details: A mixture of 30.15 g of 3,4-dichloroanilinoacetonitrile and 35.0 g of ethylenediamine p-toluenesulfonate in 110 ml of 1,2-dichlorobenzene was heated at reflux temperature under a small flow of nitrogen for 1.5 hours. The reaction mixture was then cooled and washed with water. The 1,2-dichlorobenzene was concentrated under vacuum and the remaining residue was put in solution in CH2Cl2 and shaken with dilute sodium hydroxide. The CH2Cl2 layer was separated and treated with diatomaceous earth and a... The reactants are CNC1CC=2NC3=CC=CC=C3C2CC1 (2,3,4,9-tetrahydro-N-methyl-1H-carbazol-2-amine), C(C)(=O)OC(C)=O (acetic anhydride). Run at time 8 hour. Yields the product C1C(CCC=2C3=CC=CC=C3NC12)N(C(C)=O)C (N-(1,3,4,9-tetrahydro-2H-carbazol-2-yl)-N-methylacetamide). RXN SMILES: [CH3:1][NH:2][CH:3]1[CH2:15][CH2:14][C:13]2[C:12]3[C:7](=[CH:8][CH:9]=[CH:10][CH:11]=3)[NH:6][C:5]=2[CH2:4]1.C(O[C:20](=[O:22])[CH3:21])(=O)C>>[CH2:4]1[C:5]2[NH:6][C:7]3[C:12](=[CH:11][CH:10]=[CH:9][CH:8]=3)[C:13]=2[CH2:14][CH2:15][CH:3]1[N:2]([CH3:1])[C:20](=[O:22])[CH3:21]. Procedure: A mixture of 10.0 g (0.05 mol) of 2,3,4,9-tetrahydro-N-methyl-1H-carbazol-2-amine and 70 ml of acetic anhydride was heated at reflux until complete solution occurred (2-3 min). After standing overnight at room temperature and further cooling at 0°, the precipitated solid was filtered, washed first with small portions of cold acetic anhydride and then thoroughly with anhydrous ether. The crude product was recrystallized from ethanol to give the title compound, mp 215°-216°. Starting materials: FC(S(=O)(=O)[O-])(F)F.C1(=CC=CC=C1)[S+](C1=CC=C(C=C1)O)C1=CC=CC=C1 (diphenyl-4-hydroxyphenylsulfonium trifluoromethanesulfonate salt), [Na].FC(COC(=O)C1CCCCC1)(S(=O)(=O)O)F (cyclohexanecarboxylic acid-2,2-difluoro-2-sulfo-ethyl ester sodium salt). Run in O (water). Conditions: time 3 hour. Product: C1(=CC=CC=C1)[S+](C1=CC=C(C=C1)O)C1=CC=CC=C1.FC(COC(=O)C1CCCCC1)(S(=O)(=O)O)F (cyclohexanecarboxylic acid-2,2-difluoro-2-sulfo-ethyl ester diphenyl-4-hydroxyphenylsulfonium salt). Yield: 99.0%. RXN SMILES: FC(F)(F)S([O-])(=O)=O.[C:9]1([S+:15]([C:23]2[CH:28]=[CH:27][CH:26]=[CH:25][CH:24]=2)[C:16]2[CH:21]=[CH:20][C:19]([OH:22])=[CH:18][CH:17]=2)[CH:14]=[CH:13][CH:12]=[CH:11][CH:10]=1.[Na].[F:30][C:31]([F:46])([S:42]([OH:45])(=[O:44])=[O:43])[CH2:32][O:33][C:34]([CH:36]1[CH2:41][CH2:40][CH2:39][CH2:38][CH2:37]1)=[O:35]>O>[C:9]1([S+:15]([C:23]2[CH:28]=[CH:27][CH:26]=[CH:25][CH:24]=2)[C:16]2[CH:21]=[CH:20][C:19]([OH:22])=[CH:18][CH:17]=2)[CH:14]=[CH:13][CH:12]=[CH:11][CH:10]=1.[F:46][C:31]([F:30])([S:42]([OH:45])(=[O:44])=[O:43])[CH2:32][O:33][C:34]([CH:36]1[CH2:41][CH2:40][CH2:39][CH2:38][CH2:37]1)=[O:35] |f:0.1,2.3,5.6,^1:28|. Procedure details: About 8 g of the diphenyl-4-hydroxyphenylsulfonium trifluoromethanesulfonate salt manufactured in the synthesis example 3 and about 9.05 g of a cyclohexanecarboxylic acid-2,2-difluoro-2-sulfo-ethyl ester sodium salt were dissolved in about 100 ml of an MC and about 100 ml of water, and a synthesis reaction (see Equation 12 below) was performed while strongly stirring for about three hours. In this instance, a process of the synthesis reaction was observed by 19F NMR using a small amount of an ex... Starting materials: COC(=O)c1cc2c(C)cnnc2c(F)c1Nc1ccc(Cl)cc1Cl, Cl, [Li+], [OH-], O. Yields the product Cc1cnnc2c(F)c(Nc3ccc(Cl)cc3Cl)c(C(=O)O)cc12. As a reaction SMILES: [CH3:1][O:2][C:3](=[O:4])[c:5]1[cH:6][c:7]2[c:8]([CH3:25])[cH:9][n:10][n:11][c:12]2[c:13]([F:24])[c:14]1[NH:15][c:16]1[c:17]([Cl:23])[cH:18][c:19]([Cl:22])[cH:20][cH:21]1.[ClH:28].[Li+:27].[OH-:26].[OH2:29]>>[O:2]=[C:3]([OH:4])[c:5]1[cH:6][c:7]2[c:8]([CH3:25])[cH:9][n:10][n:11][c:12]2[c:13]([F:24])[c:14]1[NH:15][c:16]1[c:17]([Cl:23])[cH:18][c:19]([Cl:22])[cH:20][cH:21]1. The product is Cn1nc(-c2ccccc2O)oc1=O. Starting materials: CC(C)(C)[O-], CI, [K+], CN(C)C=O, O=c1[nH]nc(-c2ccccc2O)o1. RXN SMILES: [CH3:1][C:2]([CH3:3])([O-:4])[CH3:5].[CH3:20][I:21].[K+:6].[O:22]=[CH:23][N:24]([CH3:25])[CH3:26].[OH:7][c:8]1[c:9](-[c:14]2[n:15][nH:16][c:17](=[O:19])[o:18]2)[cH:10][cH:11][cH:12][cH:13]1>>[CH3:1][n:16]1[n:15][c:14](-[c:9]2[c:8]([OH:7])[cH:13][cH:12][cH:11][cH:10]2)[o:18][c:17]1=[O:19]. Reactants: Cl.C(C1=CC=CC=C1)OC1=CC=C(CC(N)C)C=C1 (p-benzyloxyamphetamine hydrochloride), FC1=CC=C(C=C1)C(CCCCl)C1=CC=C(C=C1)F (4,4-di-(4-fluorophenyl)-butyl chloride), C(C)(C)N(CC)C(C)C (diisopropyl-ethylamine). Run in CN(C=O)C (dimethylformamide). Run at time 60 hour. Product: Cl.C(C1=CC=CC=C1)OC1=CC=C(C=C1)CC(C)NCCCC(C1=CC=C(C=C1)F)C1=CC=C(C=C1)F (1-(p-benzyloxyphenyl)-2-[4,4-di-(4-fluorophenyl)-butylamino]-propane hydrochloride). Reaction SMILES: Cl.[CH2:2]([O:9][C:10]1[CH:19]=[CH:18][C:13]([CH2:14][CH:15]([CH3:17])[NH2:16])=[CH:12][CH:11]=1)[C:3]1[CH:8]=[CH:7][CH:6]=[CH:5][CH:4]=1.[F:20][C:21]1[CH:26]=[CH:25][C:24]([CH:27]([C:32]2[CH:37]=[CH:36][C:35]([F:38])=[CH:34][CH:33]=2)[CH2:28][CH2:29][CH2:30][Cl:31])=[CH:23][CH:22]=1.C(N(C(C)C)CC)(C)C>CN(C)C=O>[ClH:31].[CH2:2]([O:9][C:10]1[CH:11]=[CH:12][C:13]([CH2:14][CH:15]([NH:16][CH2:30][CH2:29][CH2:28][CH:27]([C:24]2[CH:23]=[CH:22][C:21]([F:20])=[CH:26][CH:25]=2)[C:32]2[CH:37]=[CH:36][C:35]([F:38])=[CH:34][CH:33]=2)[CH3:17])=[CH:18][CH:19]=1)[C:3]1[CH:4]=[CH:5][CH:6]=[CH:7][CH:8]=1 |f:0.1,5.6|. Procedure details: The mixture of 11.1 g of dl-p-benzyloxyamphetamine hydrochloride, 11.2 g of 4,4-di-(4-fluorophenyl)-butyl chloride, 10.34 g of diisopropyl-ethylamine and 50 ml of dimethylformamide is stirred at 100° for 60 hours. It is evaporated, the residue taken up in benzene and the solution washed three times with water. The organic layer is dried, evaporated, the residue taken up in diethyl ether and the solution acidified with hydrogen chloride in isopropanol to afford the dl-1-(p-benzyloxyphenyl)-2-[4,4... The reactants are CCO, CCO, Cl, COc1cnc2ccc(=O)n(CCN3CCC(N(Cc4cc5c(cn4)OCCO5)C(=O)OC(C)(C)C)C(O)C3)c2c1. Product: COc1cnc2ccc(=O)n(CCN3CCC(NCc4cc5c(cn4)OCCO5)C(O)C3)c2c1. Reaction SMILES: [CH2:45]([OH:46])[CH3:47].[CH3:42][CH2:43][OH:44].[ClH:48].[O:1]1[CH2:2][CH2:3][O:4][c:5]2[cH:6][n:7][c:8]([CH2:11][N:12]([C:13](=[O:14])[O:15][C:16]([CH3:17])([CH3:18])[CH3:19])[CH:20]3[CH:21]([OH:41])[CH2:22][N:23]([CH2:26][CH2:27][n:28]4[c:29](=[O:40])[cH:30][cH:31][c:32]5[n:33][cH:34][c:35]([O:38][CH3:39])[cH:36][c:37]45)[CH2:24][CH2:25]3)[cH:9][c:10]21>>[O:1]1[CH2:2][CH2:3][O:4][c:5]2[cH:6][n:7][c:8]([CH2:11][NH:12][CH:20]3[CH:21]([OH:41])[CH2:22][N:23]([CH2:26][CH2:27][n:28]4[c:29](=[O:40])[cH:30][cH:31][c:32]5[n:33][cH:34][c:35]([O:38][CH3:39])[cH:36][c:37]45)[CH2:24][CH2:25]3)[cH:9][c:10]21. Reactants: COC1=CC=C(C=C1)C(=O)N=C=S (4-methoxy-1-benzenecarbonyl isothiocyanate), COC1=CC=C(C=C1)C(=O)Cl (4-methoxy-1-benzenecarbonyl chloride), COC=1C=C2C(=NC=NC2=CC1OC)OC1=CC=C(N)C=C1 (4-[(6,7-Dimethoxy-4-quinazolinyl)oxy]aniline). The solvent is C(C)O (ethanol), C(C)O (ethanol), C1(=CC=CC=C1)C (toluene). Conditions: time 2 hour. The product is COC1=CC=C(C=C1)C(=O)N=C=S (4-Methoxy-1-benzenecarbonyl isothiocyanate), COC=1C=C2C(=NC=NC2=CC1OC)OC1=CC=C(C=C1)NC(=S)NC(C1=CC=C(C=C1)OC)=O (N-{4-[(6,7-Dimethoxy-4-quinazolinyl)oxy]phenyl}-N′-(4-methoxybenzoyl)thiourea). Isolated yield 86.0%. As a reaction SMILES: COC1C=CC(C(Cl)=O)=CC=1.[CH3:12][O:13][C:14]1[CH:15]=[C:16]2[C:21](=[CH:22][C:23]=1[O:24][CH3:25])[N:20]=[CH:19][N:18]=[C:17]2[O:26][C:27]1[CH:33]=[CH:32][C:30]([NH2:31])=[CH:29][CH:28]=1.[CH3:34][O:35][C:36]1[CH:41]=[CH:40][C:39]([C:42]([N:44]=[C:45]=[S:46])=[O:43])=[CH:38][CH:37]=1>C1(C)C=CC=CC=1.C(O)C>[CH3:34][O:35][C:36]1[CH:37]=[CH:38][C:39]([C:42]([N:44]=[C:45]=[S:46])=[O:43])=[CH:40][CH:41]=1.[CH3:12][O:13][C:14]1[CH:15]=[C:16]2[C:21](=[CH:22][C:23]=1[O:24][CH3:25])[N:20]=[CH:19][N:18]=[C:17]2[O:26][C:27]1[CH:33]=[CH:32][C:30]([NH:31][C:45]([NH:44][C:42](=[O:43])[C:39]2[CH:40]=[CH:41][C:36]([O:35][CH3:34])=[CH:37][CH:38]=2)=[S:46])=[CH:29][CH:28]=1. Procedure: 4-Methoxy-1-benzenecarbonyl isothiocyanate was prepared using commercially available 4-methoxy-1-benzenecarbonyl chloride (80 mg) as a starting compound according to the description of the literature. 4-[(6,7-Dimethoxy-4-quinazolinyl)oxy]aniline (50 mg) was dissolved in toluene (5 ml) and ethanol (1 ml) to prepare a solution. A solution of 4-methoxy-1-benzenecarbonyl isothiocyanate in ethanol (1 ml) was then added to the solution, and the mixture was stirred at room temperature for 2 hr. The rea... The reactants are O=C([O-])[O-], CI, CN(C)C=O, OCC1OC(c2ccc(Cl)c(Cc3ccc(-c4nnn[nH]4)s3)c2)C(O)C(O)C1O, [K+], [K+], O. The product is Cn1nnc(-c2ccc(Cc3cc(C4OC(CO)C(O)C(O)C4O)ccc3Cl)s2)n1. Reaction SMILES: [C:32](=[O:33])([O-:34])[O-:35].[CH3:30][I:31].[CH3:39][N:40]([CH3:41])[CH:42]=[O:43].[CH:1]1([c:12]2[cH:13][c:14]([CH2:19][c:20]3[s:21][c:22](-[c:25]4[n:26][n:27][n:28][nH:29]4)[cH:23][cH:24]3)[c:15]([Cl:18])[cH:16][cH:17]2)[CH:2]([OH:3])[CH:4]([OH:5])[CH:6]([OH:7])[CH:8]([CH2:10][OH:11])[O:9]1.[K+:36].[K+:37].[OH2:38]>>[CH:1]1([c:12]2[cH:13][c:14]([CH2:19][c:20]3[s:21][c:22](-[c:25]4[n:26][n:27]([CH3:32])[n:28][n:29]4)[cH:23][cH:24]3)[c:15]([Cl:18])[cH:16][cH:17]2)[CH:2]([OH:3])[CH:4]([OH:5])[CH:6]([OH:7])[CH:8]([CH2:10][OH:11])[O:9]1. Reactants: CC=1N=COC1CSCCN1C(C=2C(C1=O)=CC=CC2)=O (4-methyl-5-[(2-phthalimidoethyl)thiomethyl]oxazole), Br (hydrobromic acid). Yields the product Br.Br.CC=1N=COC1CSCCN (4-methyl-5-[(2-aminoethyl)thiomethyl]oxazole dihydrobromide). As a reaction SMILES: [CH3:1][C:2]1[N:3]=[CH:4][O:5][C:6]=1[CH2:7][S:8][CH2:9][CH2:10][N:11]1C(=O)C2=CC=CC=C2C1=O.[BrH:22]>>[BrH:22].[BrH:22].[CH3:1][C:2]1[N:3]=[CH:4][O:5][C:6]=1[CH2:7][S:8][CH2:9][CH2:10][NH2:11] |f:2.3.4|. Procedure details: Phthalimidoethanethiol (2 g) was added portionwise with stirring to a solution of sodium ethoxide (prepared from 0.23 g of sodium) in ethanol (20 ml) at 0° under a nitrogen atmosphere. After stirring at 0° for a further 21/2 hours, the resulting yellow solution was cooled with an ice-salt bath and a solution of 4-methyl-5-chloromethyloxazole (0.86 g) in ethanol (5 ml) was added dropwise over 10 minutes. After addition the mixture was stirred at room temperature overnight, then acidified with eth...